Dataset: the Open Reaction Database (ORD), a public repository of structured organic reaction records. Task: describe an organic reaction: reactants, conditions, products, and yield As a reaction SMILES: [CH3:39][N:40]([CH3:41])[CH:42]=[O:43].[CH3:44][CH2:45][O:46][C:47](=[O:48])[CH3:49].[Cl:15][C:16](=[O:17])[O:18][c:19]1[cH:20][cH:21][c:22]([O:25][c:26]2[n:27][cH:28][c:29]([C:32]([F:33])([F:34])[F:35])[cH:30][cH:31]2)[cH:23][cH:24]1.[Cl:36][CH2:37][Cl:38].[ClH:14].[NH2:1][c:2]1[cH:3][c:4]([CH:8]2[CH2:9][CH2:10][NH:11][CH2:12][CH2:13]2)[cH:5][cH:6][cH:7]1>>[NH2:1][c:2]1[cH:3][c:4]([CH:8]2[CH2:9][CH2:10][N:11]([C:16](=[O:17])[O:18][c:19]3[cH:20][cH:21][c:22]([O:25][c:26]4[n:27][cH:28][c:29]([C:32]([F:33])([F:34])[F:35])[cH:30][cH:31]4)[cH:23][cH:24]3)[CH2:12][CH2:13]2)[cH:5][cH:6][cH:7]1. Product: Nc1cccc(C2CCN(C(=O)Oc3ccc(Oc4ccc(C(F)(F)F)cn4)cc3)CC2)c1. Starting materials: CN(C)C=O, CCOC(C)=O, O=C(Cl)Oc1ccc(Oc2ccc(C(F)(F)F)cn2)cc1, ClCCl, Cl, Nc1cccc(C2CCNCC2)c1. Starting materials: C(C1=CC=CC=C1)N(CCOC=1C=C2C=C(NC2=CC1)C=1C(NC2=CC=CC=C2C1)=O)CCOC (3-(5-{2-[Benzyl-(2-methoxyethyl)-amino]-ethoxy}-1H-indol-2-yl)-2(1H)-quinolinone), Compound 1-27. Reagents/catalysts: [Pd] (Pd/C). The solvent is CCOC(=O)C (EtOAc). Reaction conditions: time 18 hour. Product: COCCNCCOC=1C=C2C=C(NC2=CC1)C=1C(NC2=CC=CC=C2C1)=O (3-(5-{2-[(2-methoxyethyl)amino]ethoxy}-1H-indol-2-yl)-2(1H)-quinolinone). Reaction SMILES: C([N:8]([CH2:32][CH2:33][O:34][CH3:35])[CH2:9][CH2:10][O:11][C:12]1[CH:13]=[C:14]2[C:18](=[CH:19][CH:20]=1)[NH:17][C:16]([C:21]1[C:22](=[O:31])[NH:23][C:24]3[C:29]([CH:30]=1)=[CH:28][CH:27]=[CH:26][CH:25]=3)=[CH:15]2)C1C=CC=CC=1>CCOC(C)=O.[Pd]>[CH3:35][O:34][CH2:33][CH2:32][NH:8][CH2:9][CH2:10][O:11][C:12]1[CH:13]=[C:14]2[C:18](=[CH:19][CH:20]=1)[NH:17][C:16]([C:21]1[C:22](=[O:31])[NH:23][C:24]3[C:29]([CH:30]=1)=[CH:28][CH:27]=[CH:26][CH:25]=3)=[CH:15]2. Reported procedure: 10% Pd/C (840 mg) was added to a solution (150 mL) of 3-(5-{2-[Benzyl-(2-methoxyethyl)-amino]-ethoxy}-1H-indol-2-yl)-2(1H)-quinolinone, Compound 1-27, (840 mg, 1.8 mmol) in EtOAc (150 mL), and the resulting mixture was stirred under a hydrogen balloon for 18 h. The catalyst was removed by filtration and the filtrate concentrated to a yellow solid which was purified by chromatography on a silica column. Elution with EtOAc to 25% NH3-EtOH/EtOAc gave 3-(5-{2-[(2-methoxyethyl)amino]ethoxy}-1H-indol-... The product is CCCCCCOc1ccc(C=C(C#N)c2cccnc2)cc1. As a reaction SMILES: [CH2:1]([CH2:2][CH2:3][CH2:4][CH2:5][CH3:6])[O:7][c:8]1[cH:9][cH:10][c:11]([CH:12]=[O:13])[cH:14][cH:15]1.[CH3:27][OH:28].[K+:26].[OH-:25].[n:16]1[cH:17][c:18]([CH2:22][C:23]#[N:24])[cH:19][cH:20][cH:21]1>>[CH2:1]([CH2:2][CH2:3][CH2:4][CH2:5][CH3:6])[O:7][c:8]1[cH:9][cH:10][c:11]([CH:12]=[C:22]([c:18]2[cH:17][n:16][cH:21][cH:20][cH:19]2)[C:23]#[N:24])[cH:14][cH:15]1. Reactants: CCCCCCOc1ccc(C=O)cc1, CO, [K+], [OH-], N#CCc1cccnc1. Reactants: C([O-])([O-])=O.[Na+].[Na+] (sodium carbonate), Cl.C(C)(C)(C)OC([C@@H](N)C)=O (L-alanine tert-butyl ester hydrochloride). The solvent is O (water), C(C)OCC (diethyl ether). Run at time 1 hour. Product: C(C)(C)(C)OC([C@@H](N)C)=O (L-Alanine tert-butyl ester). Reaction SMILES: C(=O)([O-])[O-].[Na+].[Na+].Cl.[C:8]([O:12][C:13](=[O:17])[C@H:14]([CH3:16])[NH2:15])([CH3:11])([CH3:10])[CH3:9]>O.C(OCC)C>[C:8]([O:12][C:13](=[O:17])[C@H:14]([CH3:16])[NH2:15])([CH3:11])([CH3:10])[CH3:9] |f:0.1.2,3.4|. Procedure details: To a mixture of sodium carbonate (875 mg, 8.25 mmol, 5.0 equiv.) in deioned water (10 mL) and diethyl ether (10 mL) was added L-alanine tert-butyl ester hydrochloride (300 mg, 1.65 mmol, 1.0 equiv.). The resulting solution was stirred under an atmosphere of nitrogen for 1 hour. The aqueous phase was extracted with diethyl ether (3×10 mL) and the combined extracts were dried over MgSO4. The solvent was removed in vacuo to settle the title compounds as a colourless oil (200 mg, 84%); v(max) (film)... Reactants: CC(C)([S@@](=O)N[C@@H](C1=CC=C(C=C1)P(OCC)(=O)C)C1=CC=C(C=C1)F)C (Ethyl 4-((R)—((R)-1,1-dimethylethylsulfinamido)(4-fluorophenyl)methyl)phenyl(methyl)phosphinate), Cl.O1CCOCC1 (HCl dioxane). Reaction conditions: time 3 hour. Product: Cl.N[C@@H](C1=CC=C(C=C1)P(OCC)(=O)C)C1=CC=C(C=C1)F (Ethyl 4-((R)-amino(4-fluorophenyl)methyl)phenyl(methyl)phosphinate hydrochloride). Yield: 80.0%. As a reaction SMILES: CC(C)([S@]([NH:6][C@H:7]([C:20]1[CH:25]=[CH:24][C:23]([F:26])=[CH:22][CH:21]=1)[C:8]1[CH:13]=[CH:12][C:11]([P:14]([CH3:19])(=[O:18])[O:15][CH2:16][CH3:17])=[CH:10][CH:9]=1)=O)C.[ClH:28].O1CCOCC1>>[ClH:28].[NH2:6][C@H:7]([C:20]1[CH:21]=[CH:22][C:23]([F:26])=[CH:24][CH:25]=1)[C:8]1[CH:13]=[CH:12][C:11]([P:14]([CH3:19])(=[O:18])[O:15][CH2:16][CH3:17])=[CH:10][CH:9]=1 |f:1.2,3.4|. Procedure details: Ethyl 4-((R)—((R)-1,1-dimethylethylsulfinamido)(4-fluorophenyl)methyl)phenyl(methyl)phosphinate, 18-d, (7 g, 18 mmol) was dissolved in HCl/dioxane (50 ml) and the mixture was stirred at room temperature for about 3 h. The mixture was then concentrated under vacuum and the residue was washed with ethyl acetate to provide the product, 18-e, (4.4 g, 80%). Reactants: C(C1=CC=CC=C1)N1CCOC2=C(C1)C=CC(=C2C2CC2)F (4-benzyl-9-cyclopropyl-8-fluoro-2,3,4,5-tetrahydro-1,4-benzoxazepine), ClC(=O)OC(C)Cl (1-chloroethyl chloroformate). The solvent is C1(=CC=CC=C1)C (toluene). Reaction conditions: temperature 80 celsius, time 1 hour. The product is Cl.C1(CC1)C1=C(C=CC=2CNCCOC21)F (9-cyclopropyl-8-fluoro-2,3,4,5-tetrahydro-1,4-benzoxazepine hydrochloride). Isolated yield 88.4%. Reaction SMILES: C([N:8]1[CH2:14][C:13]2[CH:15]=[CH:16][C:17]([F:22])=[C:18]([CH:19]3[CH2:21][CH2:20]3)[C:12]=2[O:11][CH2:10][CH2:9]1)C1C=CC=CC=1.[Cl:23]C(OC(Cl)C)=O>C1(C)C=CC=CC=1>[ClH:23].[CH:19]1([C:18]2[C:12]3[O:11][CH2:10][CH2:9][NH:8][CH2:14][C:13]=3[CH:15]=[CH:16][C:17]=2[F:22])[CH2:21][CH2:20]1 |f:3.4|. Procedure details: A solution of 4-benzyl-9-cyclopropyl-8-fluoro-2,3,4,5-tetrahydro-1,4-benzoxazepine (408 mg, 1.37 mmol) and 1-chloroethyl chloroformate (0.178 ml, 1.65 mmol) in toluene (10 ml) was stirred at 90° C. for 2 hr, and the solvent was evaporated under reduced pressure. Methanol (10 ml) was added to the residue, the mixture was stirred at 80° C. for 1 hr, and diisopropyl ether (10 ml) was added. The precipitate was collected by filtration and recrystallized from a mixed solvent of ethanol and diisopropy... Starting materials: ClC=1C=C(C=CC1S(=O)(=O)C)[C@H](C(=O)NC1=NC=CN=C1)C[C@H]1CC(CC1)=O (2(R)-(3-chloro-4-methanesulfonyl-phenyl)-3-((S)-3-oxo-cyclopentyl)-N-pyrazin-2-yl-propionamide), C1(=CC=CC=C1)[C@@H](O)[C@H](O)C1=CC=CC=C1 ((R,R)-hydrobenzoin). Product: ClC=1C=C(C=CC1S(=O)(=O)C)[C@H](C(=O)NC1=NC=CN=C1)C[C@@H]1CC(CC1)=O (2(R)-(3-Chloro-4-methanesulfonyl-phenyl)-3-((R)-3-oxo-cyclopentyl)-N-pyrazin-2-yl-propionamide). RXN SMILES: [Cl:1][C:2]1[CH:3]=[C:4]([C@@H:12]([CH2:22][C@@H:23]2[CH2:27][CH2:26][C:25](=[O:28])[CH2:24]2)[C:13]([NH:15][C:16]2[CH:21]=[N:20][CH:19]=[CH:18][N:17]=2)=[O:14])[CH:5]=[CH:6][C:7]=1[S:8]([CH3:11])(=[O:10])=[O:9].C1([C@H]([C@@H](C2C=CC=CC=2)O)O)C=CC=CC=1>>[Cl:1][C:2]1[CH:3]=[C:4]([C@@H:12]([CH2:22][C@H:23]2[CH2:27][CH2:26][C:25](=[O:28])[CH2:24]2)[C:13]([NH:15][C:16]2[CH:21]=[N:20][CH:19]=[CH:18][N:17]=2)=[O:14])[CH:5]=[CH:6][C:7]=1[S:8]([CH3:11])(=[O:9])=[O:10]. Reported procedure: 2(R)-(3-Chloro-4-methanesulfonyl-phenyl)-3-((R)-3-oxo-cyclopentyl)-N-pyrazin-2-yl-propionamide was prepared in a similar manner as 2(R)-(3-chloro-4-methanesulfonyl-phenyl)-3-((S)-3-oxo-cyclopentyl)-N-pyrazin-2-yl-propionamide (Example 47) starting with (R,R)-hydrobenzoin (Wang, Z.-M.; Sharpless, K. B. J. Org. Chem. 1994, 59, 8302). The reactants are N1([C@H](C(=O)N[C@H](C2=CC=CC=C2)C(=O)N[C@@H](CC2=CC=CC=C2)C(=O)N[C@H](CC2=CC=CC=C2)C(=O)N[C@@H](CC(C)C)C(=O)N[C@@H](CCSC)C(=O)N)CCC1)C(=O)OC(C)(C)C (BocPro-DPhg-Phe-DPhe-Leu-MetNH2), Cl (hydrogen chloride). Solvent: C(C)(=O)OCC (ethyl acetate). Product: N1[C@H](C(=O)N[C@H](C2=CC=CC=C2)C(=O)N[C@@H](CC2=CC=CC=C2)C(=O)N[C@H](CC2=CC=CC=C2)C(=O)N[C@@H](CC(C)C)C(=O)N[C@@H](CCSC)C(=O)N)CCCC1 (HPro-DPhg-Phe-DPhe-Leu-MetNH2). Reaction SMILES: [N:1]1([C:57](OC(C)(C)C)=O)[CH2:56][CH2:55][CH2:54][C@H:2]1[C:3]([NH:5][C@@H:6]([C:13]([NH:15][C@H:16]([C:24]([NH:26][C@@H:27]([C:35]([NH:37][C@H:38]([C:43]([NH:45][C@H:46]([C:51]([NH2:53])=[O:52])[CH2:47][CH2:48][S:49][CH3:50])=[O:44])[CH2:39][CH:40]([CH3:42])[CH3:41])=[O:36])[CH2:28]C1C=CC=CC=1)=[O:25])[CH2:17][C:18]1[CH:23]=[CH:22][CH:21]=[CH:20][CH:19]=1)=[O:14])[C:7]1[CH:12]=[CH:11][CH:10]=[CH:9][CH:8]=1)=[O:4].Cl>C(OCC)(=O)C>[NH:1]1[CH2:57][CH2:56][CH2:55][CH2:54][C@H:2]1[C:3]([NH:5][C@@H:6]([C:13]([NH:15][C@H:16]([C:24]([NH:26][C@@H:27]([C:35]([NH:37][C@H:38]([C:43]([NH:45][C@H:46]([C:51]([NH2:53])=[O:52])[CH2:47][CH2:48][S:49][CH3:50])=[O:44])[CH2:39][CH:40]([CH3:42])[CH3:41])=[O:36])[CH2:28][C:7]1[CH:12]=[CH:11][CH:10]=[CH:9][CH:8]=1)=[O:25])[CH2:17][C:18]1[CH:23]=[CH:22][CH:21]=[CH:20][CH:19]=1)=[O:14])[C:7]1[CH:8]=[CH:9][CH:10]=[CH:11][CH:12]=1)=[O:4]. Procedure details: Condensation of BocPro-DPhg-PheNHNH2 (1.27 g.) and HDPhe-Leu-MetNH2 hydrochloride salt (Example 23, 1.11 g.) by the acyl azide method (Yajima et al., Chem. Pharm. Bull., vol. 19, p. 1900, 1971) gave BocPro-DPhg-Phe-Dphe-Leu-MetNH2 in 89% yield. De-t-butoxycarbonylation of BocPro-DPhg-Phe-DPhe-Leu-MetNH2 (1.67 g.) using hydrogen chloride in ethyl acetate gave HPro-DPhg-Phe-DPhe-Leu-MetNH2, which was isolated as the amorphous white solid phosphate (1:1) salt pentahydrate in 12% yield. The reactants are ClC(CC1CC(N(C1)CCl)=O)(F)F (4-(2-chloro-2,2-difluoroethyl)-1-(chloromethyl)pyrrolidin-2-one), C(C1=CC=CC=C1)OCC1=NN2C(S1)=NC(=C2)C(F)(F)F (2-[(benzyloxy)methyl]-6-(trifluoromethyl)imidazo[2,1-b][1,3,4]thiadiazole). The reagents and catalysts are [Cl-].[Cl-].[Zn+2] (ZnCl2). The solvent is O1CCOCC1 (dioxane), O1CCOCC1 (dioxane), FC(C(=O)O)(F)F (trifluoroacetic acid). Conditions: temperature 90 celsius. Yields the product ClC(CC1CC(N(C1)CC1=C(N=C2SC(=NN21)CO)C(F)(F)F)=O)(F)F (4-(2-chloro-2,2-difluoroethyl)-1-{[2-(hydroxymethyl)-6-(trifluoromethyl)imidazo[2,1-b][1,3,4]thiadiazol-5-yl]methyl}pyrrolidin-2-one). Isolated yield 36.0%. Reaction SMILES: [Cl:1][C:2]([F:13])([F:12])[CH2:3][CH:4]1[CH2:8][N:7]([CH2:9]Cl)[C:6](=[O:11])[CH2:5]1.C([O:21][CH2:22][C:23]1[S:27][C:26]2=[N:28][C:29]([C:31]([F:34])([F:33])[F:32])=[CH:30][N:25]2[N:24]=1)C1C=CC=CC=1>O1CCOCC1.FC(F)(F)C(O)=O.[Cl-].[Cl-].[Zn+2]>[Cl:1][C:2]([F:13])([F:12])[CH2:3][CH:4]1[CH2:8][N:7]([CH2:9][C:30]2[N:25]3[C:26]([S:27][C:23]([CH2:22][OH:21])=[N:24]3)=[N:28][C:29]=2[C:31]([F:33])([F:34])[F:32])[C:6](=[O:11])[CH2:5]1 |f:4.5.6|. Procedure: A solution of 4-(2-chloro-2,2-difluoroethyl)-1-(chloromethyl)pyrrolidin-2-one a18 in dioxane (5 ml) is added to a hot solution (90° C.) of dry ZnCl2 (0.272 g, 2 mmol, 0.5 eq) and 2-[(benzyloxy)methyl]-6-(trifluoromethyl)imidazo[2,1-b][1,3,4]thiadiazole a29 (1.3 g, 4 mmol, 1 eq) in dioxane (5 ml). The reaction mixture is heated at 90° C. for 3 days and 1,4-dioxane is removed under reduced pressure. The crude reaction mixture is taken up in trifluoroacetic acid (20 ml) and heated at 60° C. for 2 h... Reactants: CCO, O=C(Nc1ccccc1)c1cccc(CCl)c1, NC(N)=S, [Na+], [OH-], O. Product: O=C(Nc1ccccc1)c1cccc(CS)c1. As a reaction SMILES: [CH3:25][CH2:26][OH:27].[Cl:1][CH2:2][c:3]1[cH:4][c:5]([C:6](=[O:7])[NH:8][c:9]2[cH:10][cH:11][cH:12][cH:13][cH:14]2)[cH:15][cH:16][cH:17]1.[NH2:18][C:19]([NH2:20])=[S:21].[Na+:23].[OH-:22].[OH2:24]>>[CH2:2]([c:3]1[cH:4][c:5]([C:6](=[O:7])[NH:8][c:9]2[cH:10][cH:11][cH:12][cH:13][cH:14]2)[cH:15][cH:16][cH:17]1)[SH:21].